From a dataset of the Open Reaction Database (ORD), a public repository of structured organic reaction records. describe an organic reaction: reactants, conditions, products, and yield Reactants: C1(=CC=CC=C1)O (Phenol), CC(C)NC(=O)C1OC1C1=CC=CC=C1 (N-(1-methylethyl)-3-phenyl-2-oxiranecarboxamide), [Na] (sodium), C1COCCOCCOCCOCCOCCO1 (18-crown-6). Solvent: O (Water), C(C)#N (acetonitrile), C[O-].[Na+].CO (sodium methoxide methanol), CO (methanol). The product is OC(C(=O)NC(C)C)C(C1=CC=CC=C1)OC1=CC=CC=C1 (α-Hydroxy-β-Phenoxy-N-(1-Methylethyl)Benzenepropanamide). As a reaction SMILES: [C:1]1([OH:7])[CH:6]=[CH:5][CH:4]=[CH:3][CH:2]=1.[Na].C1OCCOCCOCCOCCOCCOC1.[CH3:27][CH:28]([NH:30][C:31]([CH:33]1[CH:35]([C:36]2[CH:41]=[CH:40][CH:39]=[CH:38][CH:37]=2)[O:34]1)=[O:32])[CH3:29]>C[O-].[Na+].CO.CO.C(#N)C.O>[OH:34][CH:33]([CH:35]([O:7][C:1]1[CH:6]=[CH:5][CH:4]=[CH:3][CH:2]=1)[C:36]1[CH:37]=[CH:38][CH:39]=[CH:40][CH:41]=1)[C:31]([NH:30][CH:28]([CH3:27])[CH3:29])=[O:32] |f:4.5.6,^1:7|. Procedure details: Phenol (3.0 g.) was converted into its sodium salt by dissolving in a freshly prepared sodium methoxide-methanol solution (0.7 g. of metallic sodium in 50 ml. of absolute methanol), and subsequent evaporation of the excess methanol under reduced pressure on a rotary evaporator. The solid residue was dissolved in acetonitrile (250 ml.) by stirring with 18-crown-6 (0.9 g.) for 30 minutes at room temperature. N-(1-methylethyl)-3-phenyl-2-oxiranecarboxamide (6.16 g.) was added to the solution, and t... The reactants are CC1(C)OB(c2cnc3[nH]ccc3c2)OC1(C)C, Nc1nc(-c2cc3nc(Cl)nc(N4CCOCC4)c3s2)cs1. Product: Nc1nc(-c2cc3nc(-c4cnc5[nH]ccc5c4)nc(N4CCOCC4)c3s2)cs1. As a reaction SMILES: [CH3:23][C:24]1([CH3:25])[C:26]([CH3:27])([CH3:28])[O:29][B:30]([c:31]2[cH:32][c:33]3[c:34]([n:35][cH:36]2)[nH:37][cH:38][cH:39]3)[O:40]1.[Cl:1][c:2]1[n:3][c:4]([N:17]2[CH2:18][CH2:19][O:20][CH2:21][CH2:22]2)[c:5]2[c:6]([n:7]1)[cH:8][c:9](-[c:11]1[n:12][c:13]([NH2:16])[s:14][cH:15]1)[s:10]2>>[c:2]1(-[c:31]2[cH:32][c:33]3[c:34]([n:35][cH:36]2)[nH:37][cH:38][cH:39]3)[n:3][c:4]([N:17]2[CH2:18][CH2:19][O:20][CH2:21][CH2:22]2)[c:5]2[c:6]([n:7]1)[cH:8][c:9](-[c:11]1[n:12][c:13]([NH2:16])[s:14][cH:15]1)[s:10]2. Reported procedure: In a manner similar to that described in Example 49, Part B, 4-chloroquinolin-6-ol and decylamine were transformed into the title compound as the hydrochloride salt: m.p. 197°-199° C. The reactants are ClC1=CC=NC2=CC=C(C=C12)O (4-chloroquinolin-6-ol), C(CCCCCCCCC)N (decylamine), hydrochloride salt. The product is Cl.C(CCCCCCCCC)NC1=CC=NC2=CC=C(C=C12)O (4-(Decylamino)quinolin-6-ol Hydrochloride). As a reaction SMILES: [Cl:1][C:2]1[C:11]2[C:6](=[CH:7][CH:8]=[C:9]([OH:12])[CH:10]=2)[N:5]=[CH:4][CH:3]=1.[CH2:13]([NH2:23])[CH2:14][CH2:15][CH2:16][CH2:17][CH2:18][CH2:19][CH2:20][CH2:21][CH3:22]>>[ClH:1].[CH2:13]([NH:23][C:2]1[C:11]2[C:6](=[CH:7][CH:8]=[C:9]([OH:12])[CH:10]=2)[N:5]=[CH:4][CH:3]=1)[CH2:14][CH2:15][CH2:16][CH2:17][CH2:18][CH2:19][CH2:20][CH2:21][CH3:22] |f:2.3|. The reactants are ClC=1C=C(C=CC1)N1N=C(N=N1)C1=NC=CC=C1 (2-[2-(3-chlorophenyl)-2H-tetrazol-5-yl]pyridine), BrC=1C=C(N)C=CC1 (3-bromoaniline), N1=C(C=CC=C1)C=O (pyridine-2-carboxaldehyde). Product: BrC=1C=C(C=CC1)N1N=C(N=N1)C1=NC=CC=C1 (2-[2-(3-bromophenyl)-2H-tetrazol-5-yl]pyridine). Reaction SMILES: Cl[C:2]1[CH:3]=[C:4]([N:8]2[N:12]=[N:11][C:10]([C:13]3[CH:18]=[CH:17][CH:16]=[CH:15][N:14]=3)=[N:9]2)[CH:5]=[CH:6][CH:7]=1.[Br:19]C1C=C(C=CC=1)N.N1C=CC=CC=1C=O>>[Br:19][C:2]1[CH:3]=[C:4]([N:8]2[N:12]=[N:11][C:10]([C:13]3[CH:18]=[CH:17][CH:16]=[CH:15][N:14]=3)=[N:9]2)[CH:5]=[CH:6][CH:7]=1. Reported procedure: Following the procedure described in EXAMPLE 1 for the synthesis of 2-[2-(3-chlorophenyl)-2H-tetrazol-5-yl]pyridine, 3-bromoaniline (223 mg, 1.3 mmol) and pyridine-2-carboxaldehyde (135 mg, 1.3 mmol) were employed to obtain 2-[2-(3-bromophenyl)-2H-tetrazol-5-yl]pyridine as an orange solid. Reactants: [N+](=O)([O-])C1=CC=CC=C1 (nitrobenzene), N1CCOCC1 (Morpholine), [Li]CCCC (n-BuLi), CCCCCC (hexane), BrC1=C(C=O)C=C(C=C1OC)OC (2-Bromo-3,5-dimethoxybenzaldehyde), Cl (HCl), [Li]CCCC (n-BuLi), CCCCCC (hexane), [Li]CCCC (n-BuLi). Run in C1CCOC1 (THF), C1CCOC1 (THF), C1CCOC1 (THF). Conditions: temperature -50 celsius, time 35 minute. Yields the product OC1=C(C=O)C=C(C=C1OC)OC (2-Hydroxy-3,5-dimethoxybenzaldehyde). As a reaction SMILES: N1CC[O:4]CC1.[Li]CCCC.CCCCCC.Br[C:19]1[C:26]([O:27][CH3:28])=[CH:25][C:24]([O:29][CH3:30])=[CH:23][C:20]=1[CH:21]=[O:22].[N+](C1C=CC=CC=1)([O-])=O.Cl>C1COCC1>[OH:4][C:19]1[C:26]([O:27][CH3:28])=[CH:25][C:24]([O:29][CH3:30])=[CH:23][C:20]=1[CH:21]=[O:22]. Reported procedure: Morpholine (2.05 g, 24 mmol) and THF (40 mL) were placed in a three-necked, round bottomed flask equipped with a stirring bar, septum cap, dropping funnel, thermometer, and argon inlet. The flask was cooled in a dry ice-acetone bath to −50° C., and a solution of n-BuLi in hexane (1.6M, 15 mL, 24 mmol) was added all at once. After 10 min a solution of 1 (4.9 g, 20 mmol) in THF (30 mL) was added dropwise via a syringe over a period of 4 min, and the mixture was cooled to ˜−75° C. over 20 min. n-Bu... Yields the product C(C)OC(=O)C=CC=1CS([C@H]2N(C1C(=O)OC(C)(C)C)C(C2NC(COC2=CC=CC=C2)=O)=O)=O (tert-butyl 3-(2'-ethoxycarbonylvinyl)-7-phenoxyacetamido-3-cephem-4-carboxylate-1-oxide). Starting materials: C(=O)C=1CS([C@H]2N(C1C(=O)OC(C)(C)C)C(C2NC(COC2=CC=CC=C2)=O)=O)=O (tert-butyl 3-formyl-7-phenoxyacetamido-3-cephem-4-carboxylate-1-oxide), C(=O)(OCC)C=P(C1=CC=CC=C1)(C1=CC=CC=C1)C1=CC=CC=C1 ((carbethoxymethylene)-triphenylphosphorane), C1(=CC=CC=C1)P(C1=CC=CC=C1)(C1=CC=CC=C1)=O (triphenylphosphine oxide). Reported procedure: To a solution of 0.5 millimole of tert-butyl 3-formyl-7-phenoxyacetamido-3-cephem-4-carboxylate-1-oxide in 10 cc. of dry benzene was added 175 mg. (1 equivalent) of (carbethoxymethylene)-triphenylphosphorane. After allowing the reaction mixture to stand at room temperature for 11 days, the solvent was removed under reduced pressure, the residue taken up in hot ethyl acetate, and cooled to yield 140 mg. of crystalline triphenylphosphine oxide (m.p., 155°-157° C.) as by-product. Run in C1=CC=CC=C1 (benzene). Reaction conditions: time 11 day. RXN SMILES: C([C:3]1[CH2:4][S:5](=[O:30])[C@@H:6]2[CH:17]([NH:18][C:19](=[O:28])[CH2:20][O:21][C:22]3[CH:27]=[CH:26][CH:25]=[CH:24][CH:23]=3)[C:16](=[O:29])[N:7]2[C:8]=1[C:9]([O:11][C:12]([CH3:15])([CH3:14])[CH3:13])=[O:10])=O.[C:31]([CH:36]=P(C1C=CC=CC=1)(C1C=CC=CC=1)C1C=CC=CC=1)([O:33][CH2:34][CH3:35])=[O:32].[C:56]1(P(=O)(C2C=CC=CC=2)C2C=CC=CC=2)C=CC=CC=1>C1C=CC=CC=1>[CH2:34]([O:33][C:31]([CH:36]=[CH:56][C:3]1[CH2:4][S:5](=[O:30])[C@@H:6]2[CH:17]([NH:18][C:19](=[O:28])[CH2:20][O:21][C:22]3[CH:27]=[CH:26][CH:25]=[CH:24][CH:23]=3)[C:16](=[O:29])[N:7]2[C:8]=1[C:9]([O:11][C:12]([CH3:14])([CH3:13])[CH3:15])=[O:10])=[O:32])[CH3:35].